From a dataset of the Open Reaction Database (ORD), a public repository of structured organic reaction records. describe an organic reaction: reactants, conditions, products, and yield The reactants are [Al+3], COC(=O)CCc1ccc(C(=O)c2ccc(OC)cc2)cc1, [Cl-], [Cl-], [Cl-], O, c1ccccc1. The product is COC(=O)CCc1ccc(C(=O)c2ccc(O)cc2)cc1. Reaction SMILES: [Al+3:24].[CH3:1][O:2][c:3]1[cH:4][cH:5][c:6]([C:9](=[O:10])[c:11]2[cH:12][cH:13][c:14]([CH2:17][CH2:18][C:19](=[O:20])[O:21][CH3:22])[cH:15][cH:16]2)[cH:7][cH:8]1.[Cl-:23].[Cl-:25].[Cl-:26].[OH2:27].[cH:28]1[cH:29][cH:30][cH:31][cH:32][cH:33]1>>[OH:2][c:3]1[cH:4][cH:5][c:6]([C:9](=[O:10])[c:11]2[cH:12][cH:13][c:14]([CH2:17][CH2:18][C:19](=[O:20])[O:21][CH3:22])[cH:15][cH:16]2)[cH:7][cH:8]1.